Dataset: the Open Reaction Database (ORD), a public repository of structured organic reaction records. Task: describe an organic reaction: reactants, conditions, products, and yield The reactants are C1(=CC=CC=C1)CS(=O)(=O)C=1C=C2CC(NC2=CC1)=O (5-phenylmethanesulfonyl-1,3-dihydro-indol-2-one), CC1=C(NC(=C1CC(N1[C@@H](CCC1)CN1CCCC1)=O)C)C=O (3,5-dimethyl-4-[2-oxo-2-((S)-2-pyrrolidin-1-ylmethyl-pyrrolidin-1-yl)-ethyl]-1H-pyrrole-2-carbaldehyde), N1CCCCC1 (piperidine). Run in C(C)O (ethanol). Reaction conditions: time 48 hour. The product is CC1=C(NC(=C1CC(N1[C@@H](CCC1)CN1CCCC1)=O)C)\C=C\1/C(NC2=CC=C(C=C12)S(=O)(=O)CC1=CC=CC=C1)=O (3-[1-{3,5-Dimethyl-4-[2-oxo-2-((S)-2-pyrrolidin-1-ylmethyl-pyrrolidin-1-yl)-ethyl]-1H-pyrrol-2-yl}-meth-(Z)-ylidene]-5-phenylmethanesulfonyl-1,3-dihydro-indol-2-one). RXN SMILES: [C:1]1([CH2:7][S:8]([C:11]2[CH:12]=[C:13]3[C:17](=[CH:18][CH:19]=2)[NH:16][C:15](=[O:20])[CH2:14]3)(=[O:10])=[O:9])[CH:6]=[CH:5][CH:4]=[CH:3][CH:2]=1.[CH3:21][C:22]1[C:26]([CH2:27][C:28](=[O:40])[N:29]2[CH2:33][CH2:32][CH2:31][C@H:30]2[CH2:34][N:35]2[CH2:39][CH2:38][CH2:37][CH2:36]2)=[C:25]([CH3:41])[NH:24][C:23]=1[CH:42]=O.N1CCCCC1>C(O)C>[CH3:21][C:22]1[C:26]([CH2:27][C:28](=[O:40])[N:29]2[CH2:33][CH2:32][CH2:31][C@H:30]2[CH2:34][N:35]2[CH2:39][CH2:38][CH2:37][CH2:36]2)=[C:25]([CH3:41])[NH:24][C:23]=1/[CH:42]=[C:14]1\[C:15](=[O:20])[NH:16][C:17]2[C:13]\1=[CH:12][C:11]([S:8]([CH2:7][C:1]1[CH:2]=[CH:3][CH:4]=[CH:5][CH:6]=1)(=[O:10])=[O:9])=[CH:19][CH:18]=2. Procedure: A mixture of 5-phenylmethanesulfonyl-1,3-dihydro-indol-2-one (100 mg, 0.35 mmol), 3,5-dimethyl-4-[2-oxo-2-((S)-2-pyrrolidin-1-ylmethyl-pyrrolidin-1-yl)-ethyl]-1H-pyrrole-2-carbaldehyde (110 mg, 1 eq.) and piperidine (0.5 eq.) in ethanol (2 mL) was stirred at rt for 48 hours. The reaction was concentrated, triturated with methanol, filtered and washed wit DCM to give the titled compound as a pale orange solid. Reactants: [OH-].[Na+] (NaOH), C(C)(C)(C)OC(=O)N[C@H]1[C@H](CC[C@H](C1)N(C)C(C)C)N1C([C@H](CC1)NC(OCC1=CC=CC=C1)=O)=O (benzyl {(S)-1-[(1S,2R,4R)-2-tert-butoxycarbonylamino-4-(isopropyl-methyl-amino)-cyclo-hexyl]-2-oxo-pyrrolidin-3-yl}-carbamate), 2-methyl-THF, CS(=O)(=O)O (Methanesulfonic acid), C(C)(=O)OC(C)=O (Acetic anhydride). Run in C1(=CC=CC=C1)C (Toluene), C(C)N(CC)CC (triethylamine), C1(=CC=CC=C1)C (toluene), C(C)(=O)O (acetic acid), CC(C)O (i-PrOH). Run at temperature 60 celsius. Product: C(C)(=O)N[C@H]1[C@H](CC[C@H](C1)N(C)C(C)C)N1C([C@H](CC1)NC(OCC1=CC=CC=C1)=O)=O (benzyl {(S)-1-[(1S,2R,4R)-2-acetylamino-4-(isopropyl-methyl-amino)-cyclohexyl]-2-oxo-pyrrolidin-3-yl}-carbamate). Reaction SMILES: C([O:5][C:6]([NH:8][C@@H:9]1[CH2:14][C@H:13]([N:15]([CH:17]([CH3:19])[CH3:18])[CH3:16])[CH2:12][CH2:11][C@@H:10]1[N:20]1[CH2:24][CH2:23][C@H:22]([NH:25][C:26](=[O:35])[O:27][CH2:28][C:29]2[CH:34]=[CH:33][CH:32]=[CH:31][CH:30]=2)[C:21]1=[O:36])=O)(C)(C)C.[CH3:37]S(O)(=O)=O.C(OC(=O)C)(=O)C.[OH-].[Na+]>C1(C)C=CC=CC=1.CC(O)C.C(O)(=O)C.C(N(CC)CC)C>[C:6]([NH:8][C@@H:9]1[CH2:14][C@H:13]([N:15]([CH:17]([CH3:18])[CH3:19])[CH3:16])[CH2:12][CH2:11][C@@H:10]1[N:20]1[CH2:24][CH2:23][C@H:22]([NH:25][C:26](=[O:35])[O:27][CH2:28][C:29]2[CH:30]=[CH:31][CH:32]=[CH:33][CH:34]=2)[C:21]1=[O:36])(=[O:5])[CH3:37] |f:3.4|. Procedure details: Example 1, Alternative Preparation, Step 5: The tert-Butyl carbamate 9 (50 g) was dissolved in Toluene (500 mL) and i-PrOH (150 mL). The resulting solution was then heated to 60° C. Methanesulfonic acid (19.6 mL) was added below 65° C. Upon reaction completion (HPLC), the mixture was cooled to RT and triethylamine (69.4 mL) added slowly below 25° C. Acetic anhydride was then added below 25° C. After 1 h acetic acid (250 mL) was added below 25° C. The toluene phase was discarded and 2-methyl-THF ... Starting materials: O=C1CC(=O)c2ccccc21, CCN(CCO)c1ccc(N=Nc2nc(Cl)c(C=O)s2)cc1. Product: CCN(CCO)c1ccc(N=Nc2nc(Cl)c(C=C3C(=O)c4ccccc4C3=O)s2)cc1. As a reaction SMILES: [C:23]1(=[O:33])[CH2:24][C:25](=[O:32])[c:26]2[cH:27][cH:28][cH:29][cH:30][c:31]21.[Cl:1][c:2]1[n:3][c:4]([N:9]=[N:10][c:11]2[cH:12][cH:13][c:14]([N:17]([CH2:18][CH2:19][OH:20])[CH2:21][CH3:22])[cH:15][cH:16]2)[s:5][c:6]1[CH:7]=[O:8]>>[Cl:1][c:2]1[n:3][c:4]([N:9]=[N:10][c:11]2[cH:12][cH:13][c:14]([N:17]([CH2:18][CH2:19][OH:20])[CH2:21][CH3:22])[cH:15][cH:16]2)[s:5][c:6]1[CH:7]=[C:24]1[C:23](=[O:33])[c:31]2[c:26]([cH:27][cH:28][cH:29][cH:30]2)[C:25]1=[O:32]. The reactants are ClC1=NC=C(C2=C1C=CN2C)C(=O)N2CCOCC2 (4-chloro-1-methyl-7-(4-morpholinylcarbonyl)-1H-pyrrolo[3,2-c]pyridine), ClC1=C(N)C=CC(=C1)C#N (2-chloro-4-cyanoaniline), C([O-])([O-])=O.[Cs+].[Cs+] (cesium carbonate), C1(=CC=CC=C1)P(C1=CC=CC=2C(C3=CC=CC(=C3OC12)P(C1=CC=CC=C1)C1=CC=CC=C1)(C)C)C1=CC=CC=C1 (4,5-bis(diphenylphosphino)-9,9-dimethylxanthene), C1(=CC=CC=C1)P(C1=CC=CC=2C(C3=CC=CC(=C3OC12)P(C1=CC=CC=C1)C1=CC=CC=C1)(C)C)C1=CC=CC=C1 (4,5-bis(diphenylphosphino)-9,9-dimethylxanthene), C1(=CC=CC=C1)P(C1=CC=CC=2C(C3=CC=CC(=C3OC12)P(C1=CC=CC=C1)C1=CC=CC=C1)(C)C)C1=CC=CC=C1 (4,5-bis(diphenylphosphino)-9,9-dimethylxanthene). The reagents and catalysts are C=1C=CC(=CC1)/C=C/C(=O)/C=C/C2=CC=CC=C2.C=1C=CC(=CC1)/C=C/C(=O)/C=C/C2=CC=CC=C2.C=1C=CC(=CC1)/C=C/C(=O)/C=C/C2=CC=CC=C2.[Pd].[Pd] (tris(dibenzylideneacetone)dipalladium), C=1C=CC(=CC1)/C=C/C(=O)/C=C/C2=CC=CC=C2.C=1C=CC(=CC1)/C=C/C(=O)/C=C/C2=CC=CC=C2.C=1C=CC(=CC1)/C=C/C(=O)/C=C/C2=CC=CC=C2.[Pd].[Pd] (tris(dibenzylideneacetone)dipalladium), C=1C=CC(=CC1)/C=C/C(=O)/C=C/C2=CC=CC=C2.C=1C=CC(=CC1)/C=C/C(=O)/C=C/C2=CC=CC=C2.C=1C=CC(=CC1)/C=C/C(=O)/C=C/C2=CC=CC=C2.[Pd].[Pd] (tris(dibenzylideneacetone)dipalladium). Run in O1CCOCC1 (1,4-dioxan), ClCCl (dichloromethane). Conditions: temperature 100 celsius. The product is Cl.ClC=1C=C(C#N)C=CC1NC1=NC=C(C2=C1C=CN2C)C(=O)N2CCOCC2 (3-Chloro-4-{[1-methyl-7-(4-morpholinylcarbonyl)-1H-pyrrolo[3,2-c]pyridin-4-yl]amino}benzonitrile hydrochloride). Yield: 17.5%. Reaction SMILES: [Cl:1][C:2]1[C:7]2[CH:8]=[CH:9][N:10]([CH3:11])[C:6]=2[C:5]([C:12]([N:14]2[CH2:19][CH2:18][O:17][CH2:16][CH2:15]2)=[O:13])=[CH:4][N:3]=1.[Cl:20][C:21]1[CH:27]=[C:26]([C:28]#[N:29])[CH:25]=[CH:24][C:22]=1[NH2:23].C(=O)([O-])[O-].[Cs+].[Cs+].C1(P(C2C=CC=CC=2)C2C3OC4C(=CC=CC=4P(C4C=CC=CC=4)C4C=CC=CC=4)C(C)(C)C=3C=CC=2)C=CC=CC=1>O1CCOCC1.ClCCl.C1C=CC(/C=C/C(/C=C/C2C=CC=CC=2)=O)=CC=1.C1C=CC(/C=C/C(/C=C/C2C=CC=CC=2)=O)=CC=1.C1C=CC(/C=C/C(/C=C/C2C=CC=CC=2)=O)=CC=1.[Pd].[Pd]>[ClH:1].[Cl:20][C:21]1[CH:27]=[C:26]([CH:25]=[CH:24][C:22]=1[NH:23][C:2]1[C:7]2[CH:8]=[CH:9][N:10]([CH3:11])[C:6]=2[C:5]([C:12]([N:14]2[CH2:19][CH2:18][O:17][CH2:16][CH2:15]2)=[O:13])=[CH:4][N:3]=1)[C:28]#[N:29] |f:2.3.4,8.9.10.11.12,13.14|. Procedure: A mixture of 4-chloro-1-methyl-7-(4-morpholinylcarbonyl)-1H-pyrrolo[3,2-c]pyridine (100 mg), 2-chloro-4-cyanoaniline (60 mg), cesium carbonate (168 mg), tris(dibenzylideneacetone)dipalladium (0) (15 mg) and 4,5-bis(diphenylphosphino)-9,9-dimethylxanthene (10 mg) in 1,4-dioxan (2 ml) was heated to 100° C. under nitrogen for 2 h. Added tris(dibenzylideneacetone)dipalladium (0) (15 mg) and 4,5-bis(diphenylphosphino)-9,9-dimethylxanthene (10 mg) and continued heating at 100° C. under nitrogen over n... Starting materials: Cc1cc(C)c(Oc2nc(Cl)nc(Cl)n2)c(C)c1, ClCCl, [Na+], OCC1CO1, [OH-]. Yields the product Cc1cc(C)c(Oc2nc(Cl)nc(OCC3CO3)n2)c(C)c1. As a reaction SMILES: [Cl:1][c:2]1[n:3][c:4]([O:9][c:10]2[c:11]([CH3:18])[cH:12][c:13]([CH3:17])[cH:14][c:15]2[CH3:16])[n:5][c:6]([Cl:8])[n:7]1.[Cl:26][CH2:27][Cl:28].[Na+:25].[O:19]1[CH:20]([CH2:21][OH:22])[CH2:23]1.[OH-:24]>>[c:2]1([O:22][CH2:21][CH:20]2[O:19][CH2:23]2)[n:3][c:4]([O:9][c:10]2[c:11]([CH3:18])[cH:12][c:13]([CH3:17])[cH:14][c:15]2[CH3:16])[n:5][c:6]([Cl:8])[n:7]1. Starting materials: CCC(N)CO, N#Cc1c(N)cccc1F. Yields the product CCC(N)COc1cccc(N)c1C#N. As a reaction SMILES: [NH2:1][CH:2]([CH2:3][OH:4])[CH2:5][CH3:6].[NH2:7][c:8]1[c:9]([C:10]#[N:11])[c:12]([F:16])[cH:13][cH:14][cH:15]1>>[NH2:1][CH:2]([CH2:3][O:4][c:12]1[c:9]([C:10]#[N:11])[c:8]([NH2:7])[cH:15][cH:14][cH:13]1)[CH2:5][CH3:6]. Starting materials: C(CCC)[Li] (n-butyllithium), CC(C(=O)OC)(CC(CCCCO[Si](C)(C)C(C)(C)C)CC=O)C (methyl 2,2-dimethyl-4-(formylmethyl)-8-(t-butyldimethylsiloxy)octanoate), [Cl-].N1=CC(=CC=C1)C1=C(C=CC=C1)[P+](C1=CC=CC=C1)(C1=CC=CC=C1)C (3-pyridyl-methyltriphenylphosphonium chloride). The solvent is CCCCCC (hexane), O1CCCC1 (tetrahydrofuran), O1CCCC1 (tetrahydrofuran). Conditions: time 0.5 hour. Product: CC(C(=O)OC)(CC(CCCCO[Si](C)(C)C(C)(C)C)CC=CC=1C=NC=CC1)C (methyl 2,2-dimethyl-4-[3-(3-pyridyl)-2-propenyl]-8-(t-butyldimethylsiloxy)octanoate). RXN SMILES: [Cl-].[N:2]1[CH:7]=[CH:6][CH:5]=[C:4]([C:8]2C=CC=CC=2[P+](C)(C2C=CC=CC=2)C2C=CC=CC=2)[CH:3]=1.C([Li])CCC.[CH3:33][C:34]([CH3:56])([CH2:39][CH:40]([CH2:53][CH:54]=O)[CH2:41][CH2:42][CH2:43][CH2:44][O:45][Si:46]([C:49]([CH3:52])([CH3:51])[CH3:50])([CH3:48])[CH3:47])[C:35]([O:37][CH3:38])=[O:36]>O1CCCC1.CCCCCC>[CH3:33][C:34]([CH3:56])([CH2:39][CH:40]([CH2:53][CH:54]=[CH:8][C:4]1[CH:3]=[N:2][CH:7]=[CH:6][CH:5]=1)[CH2:41][CH2:42][CH2:43][CH2:44][O:45][Si:46]([C:49]([CH3:52])([CH3:51])[CH3:50])([CH3:48])[CH3:47])[C:35]([O:37][CH3:38])=[O:36] |f:0.1|. Procedure: To a suspension of 8.8 g (22.6 mmol) 3-pyridyl-methyltriphenylphosphonium chloride in 40 mL dry tetrahydrofuran at 0° C. is added slowly 9.0 mL (22.5 mmol) of 2.5 M n-butyllithium in hexane. After stirring the resulting deep red solution at room temperature for 0.5 hour, a solution of 3.23 g (9 mmol) of methyl 2,2-dimethyl-4-(formylmethyl)-8-(t-butyldimethylsiloxy)octanoate in 10 mL dry tetrahydrofuran is added slowly and then stirred for 16 hours. The reaction is quenched by addition of saturat... The reactants are FC1=C(C=CC(=C1)F)C1=NC=C(C(=N1)C1=CC(=CC=C1)C(F)(F)F)S(=O)(=O)C (2-(2,4-difluorophenyl)-4-(3-trifluoromethylphenyl)-5-methanesulfonylpyrimidine), C[O-].[Na+] (sodium methoxide), CO (methanol). Run in COCCOC (ethylene glycol dimethyl ether). The product is FC1=C(C=CC(=C1)F)C1=NC=C(C(=N1)C1=CC(=CC=C1)C(F)(F)F)OC (2-(2,4-difluorophenyl)-4-(3-trifluoromethylphenyl)-5-methoxypyrimidine). Isolated yield 83.5%. As a reaction SMILES: [F:1][C:2]1[CH:7]=[C:6]([F:8])[CH:5]=[CH:4][C:3]=1[C:9]1[N:14]=[C:13]([C:15]2[CH:20]=[CH:19][CH:18]=[C:17]([C:21]([F:24])([F:23])[F:22])[CH:16]=2)[C:12](S(C)(=O)=O)=[CH:11][N:10]=1.[CH3:29][O-:30].[Na+].CO>COCCOC>[F:1][C:2]1[CH:7]=[C:6]([F:8])[CH:5]=[CH:4][C:3]=1[C:9]1[N:14]=[C:13]([C:15]2[CH:20]=[CH:19][CH:18]=[C:17]([C:21]([F:24])([F:23])[F:22])[CH:16]=2)[C:12]([O:30][CH3:29])=[CH:11][N:10]=1 |f:1.2|. Procedure details: 2.1 g of 2-(2,4-difluorophenyl)-4-(3-trifluoromethylphenyl)-5-methanesulfonylpyrimidine, 0.3 g of sodium methoxide and 20 ml of methanol were added to 120 ml of ethylene glycol dimethyl ether and the resulting mixture was heated under reflux for 5 hours. The solvent was distilled away under reduced pressure. The residue was washed with water and then dried to obtain 1.55 g of 2-(2,4-difluorophenyl)-4-(3-trifluoromethylphenyl)-5-methoxypyrimidine (Compound 77). The reactants are C(C(C)(C)C)(=O)NC=1N=C(C2=C(N1)N=CC(=C2)C=CC=2C=C(NC2)C(=O)OC)O (methyl 4-[2-(2-pivaloylamino-4-hydroxypyrido[2,3-d]-pyrimidin-6-yl)ethenyl]pyrrole-2-carboxylate), [H][H] (hydrogen). Reagents/catalysts: [Pd] (palladium-on-carbon). Product: C(C(C)(C)C)(=O)NC=1N=C(C2=C(N1)NCC(C2)CCC=2C=C(NC2)C(=O)OC)O (methyl 4-[2-(2-pivaloylamino-4-hydroxy-5,6,7,8-tetrahydropyrido[2,3-d]pyrimidin-6-yl)ethyl]pyrrole-2-carboxylate). Yield: 95.0%. Reaction SMILES: [C:1]([NH:7][C:8]1[N:9]=[C:10]([OH:29])[C:11]2[CH:17]=[C:16]([CH:18]=[CH:19][C:20]3[CH:21]=[C:22]([C:25]([O:27][CH3:28])=[O:26])[NH:23][CH:24]=3)[CH:15]=[N:14][C:12]=2[N:13]=1)(=[O:6])[C:2]([CH3:5])([CH3:4])[CH3:3].[H][H]>[Pd]>[C:1]([NH:7][C:8]1[N:9]=[C:10]([OH:29])[C:11]2[CH2:17][CH:16]([CH2:18][CH2:19][C:20]3[CH:21]=[C:22]([C:25]([O:27][CH3:28])=[O:26])[NH:23][CH:24]=3)[CH2:15][NH:14][C:12]=2[N:13]=1)(=[O:6])[C:2]([CH3:5])([CH3:4])[CH3:3]. Procedure details: Upon reduction of methyl 4-[2-(2-pivaloylamino-4-hydroxypyrido[2,3-d]-pyrimidin-6-yl)ethenyl]pyrrole-2-carboxylate with hydrogen and palladium-on-carbon catalyst (200 mg) analogously to that described in Example 8, there is obtained methyl 4-[2-(2-pivaloylamino-4-hydroxy-5,6,7,8-tetrahydropyrido[2,3-d]pyrimidin-6-yl)ethyl]pyrrole-2-carboxylate (380 mg, 95%): mp 236-238° C.: 1H NMR (DMSO-d6) δ 11.59 (s, 1H), 11.21 (s, 1H), 10.60 (s, 1H), 6.81 (s, 1H), 6.62 (s, 1H), 6.42 (s, 1H), 3.70 (s, 3H), 3.2...